This data is from the Open Reaction Database (ORD), a public repository of structured organic reaction records. The task is: describe an organic reaction: reactants, conditions, products, and yield Reactants: 5-oxo-butyric acid methyl ester, R3—(CH2)m—NH2, FC(CCN)(F)F (3,3,3-trifluoro-N-propylamine), BrCC(=O)C1=C(C=CC(=C1)F)OC (2-bromo-1-(5-fluoro-2-methoxy-phenyl)-ethanone), C1(CC1)CN (cyclopropanemethylamine). The product is FC(CCNC(=O)C1=C(N(C(=C1)C1=C(C=CC(=C1)F)OC)CC1CC1)C)(F)F (Cyclopropylmethyl-5-(5-fluoro-2-methoxy-phenyl)-2-methyl-1H-pyrrole-3-carboxylic acid (3,3,3-trifluoro-propyl)-amide). Reaction SMILES: Br[CH2:2][C:3]([C:5]1[CH:10]=[C:9]([F:11])[CH:8]=[CH:7][C:6]=1[O:12][CH3:13])=O.[CH:14]1([CH2:17][NH2:18])[CH2:16][CH2:15]1.[F:19][C:20]([F:25])([F:24])[CH2:21][CH2:22][NH2:23]>>[F:19][C:20]([F:25])([F:24])[CH2:21][CH2:22][NH:23][C:6]([C:5]1[CH:2]=[C:3]([C:5]2[CH:10]=[C:9]([F:11])[CH:8]=[CH:7][C:6]=2[O:12][CH3:13])[N:18]([CH2:17][CH:14]2[CH2:16][CH2:15]2)[C:3]=1[CH3:2])=[O:12]. Procedure details: The title compound was synthesized in analogy to Example 68, using 5-oxo-butyric acid methyl ester as compound of formula R, 2-bromo-1-(5-fluoro-2-methoxy-phenyl)-ethanone as compound of formula S, cyclopropanemethylamine as R3—(CH2)m—NH2 and 3,3,3-trifluoro-N-propylamine as R1R2NH, MS (ISP) 399.4 (M+H)+. The reactants are O=C([O-])[O-], CC(C)=O, ClCc1ccccc1, [K+], [K+], COC(=O)Cc1sc(S)nc1C. Yields the product COC(=O)Cc1sc(SCc2ccccc2)nc1C. RXN SMILES: [C:13](=[O:14])([O-:15])[O-:16].[CH3:27][C:28](=[O:29])[CH3:30].[Cl:19][CH2:20][c:21]1[cH:22][cH:23][cH:24][cH:25][cH:26]1.[K+:17].[K+:18].[SH:1][c:2]1[s:3][c:4]([CH2:8][C:9](=[O:10])[O:11][CH3:12])[c:5]([CH3:7])[n:6]1>>[S:1]([c:2]1[s:3][c:4]([CH2:8][C:9](=[O:10])[O:11][CH3:12])[c:5]([CH3:7])[n:6]1)[CH2:20][c:21]1[cH:22][cH:23][cH:24][cH:25][cH:26]1. Reactants: C(C)(C)NCCOC1=C(NS(=O)(=O)C)C=C(C=C1)[N+](=O)[O-] (2′-[2-(Isopropylamino)ethoxy]-5′-nitromethanesulfonanilide), CO (methanol). The reagents and catalysts are [C].[Pd] (palladium carbon). The solvent is C(C)(=O)OCC (ethyl acetate). The product is NC=1C=CC(=C(NS(=O)(=O)C)C1)OCCNC(C)C (5′-amino-2′-[2-(isopropylamino)ethoxy]methanesulfonanilide). The yield is 93.1%. Reaction SMILES: [CH:1]([NH:4][CH2:5][CH2:6][O:7][C:8]1[CH:18]=[CH:17][C:16]([N+:19]([O-])=O)=[CH:15][C:9]=1[NH:10][S:11]([CH3:14])(=[O:13])=[O:12])([CH3:3])[CH3:2].CO>[C].[Pd].C(OCC)(=O)C>[NH2:19][C:16]1[CH:17]=[CH:18][C:8]([O:7][CH2:6][CH2:5][NH:4][CH:1]([CH3:3])[CH3:2])=[C:9]([CH:15]=1)[NH:10][S:11]([CH3:14])(=[O:13])=[O:12] |f:2.3|. Procedure details: 2′-[2-(Isopropylamino)ethoxy]-5′-nitromethanesulfonanilide (26.1 g) was dissolved into mixed solvents of methanol (200 ml) and ethyl acetate (200 ml) and subjected to hydrogenation reaction with 10% palladium carbon catalyst at ambient pressure. After completion of hydrogenation reaction, catalyst was removed by filtration. Filtrate was concentrated to dryness under vacuum to obtain 5′-amino-2′-[2-(isopropylamino)ethoxy]methanesulfonanilide (22 g) as brownish solid. Starting materials: C(C)(C)(C)OC(=O)N1CC(C(=CC1)C1=CC(=C(C=2C=COC21)F)F)(C)C (1-(tert-butoxycarbonyl)-3,3-dimethyl-4-(4,5-difluorobenzofur-7-yl)-1,2,3,6-tetrahydropyridine), Cl (hydrogen chloride). The solvent is C(C)(=O)OCC (ethyl acetate). Yields the product Cl.CC1(CNCC=C1C1=CC(=C(C=2C=COC21)F)F)C (3,3-dimethyl-4-(4,5-difluorobenzofur-7-yl)-1,2,3,6-tetrahydropyridine hydrochloride). As a reaction SMILES: C(OC([N:8]1[CH2:13][CH:12]=[C:11]([C:14]2[C:22]3[O:21][CH:20]=[CH:19][C:18]=3[C:17]([F:23])=[C:16]([F:24])[CH:15]=2)[C:10]([CH3:26])([CH3:25])[CH2:9]1)=O)(C)(C)C.[ClH:27]>C(OCC)(=O)C>[ClH:27].[CH3:25][C:10]1([CH3:26])[C:11]([C:14]2[C:22]3[O:21][CH:20]=[CH:19][C:18]=3[C:17]([F:23])=[C:16]([F:24])[CH:15]=2)=[CH:12][CH2:13][NH:8][CH2:9]1 |f:3.4|. Reported procedure: A solution of 0.483 gm (1.34 mMol) 1-(tert-butoxycarbonyl)-3,3-dimethyl-4-trifluoromethanesulfonyloxy-1,2,3,6-tetrahydropyridine in 5 mL previously deoxygenated 9:1 toluene:n-propanol was placed under vacuum and pressurized with nitrogen three times to exclude oxygen. To this solution were added 0.008 gm (0.036 mMol) palladium acetate and 0.024 gm (0.092 mMol) triphenylphosphine and the resulting mixture was stirred for 15 minutes. Then 0.28 gm (1.41 mMol) 4,5-difluorobenzofur-7-ylboronic acid, ... Reactants: [H-].[Na+] (sodium hydride), FC1=C(C=CC(=C1)[N+](=O)[O-])O (2-fluoro-4-nitrophenol), ClC1=NC(=NC=C1)NCCCO (3-(4-Chloro-pyrimidin-2-ylamino)-propan-1-ol). Solvent: CN(C)C=O (DMF). Run at temperature 140 celsius, time 30 minute. The product is FC1=C(OC2=NC(=NC=C2)NCCCO)C=CC(=C1)[N+](=O)[O-] (3-[4-(2-fluoro-4-nitro-phenoxy)-pyrimidin-2-ylamino]-propan-1-ol). The yield is 70.2%. As a reaction SMILES: [H-].[Na+].[F:3][C:4]1[CH:9]=[C:8]([N+:10]([O-:12])=[O:11])[CH:7]=[CH:6][C:5]=1[OH:13].Cl[C:15]1[CH:20]=[CH:19][N:18]=[C:17]([NH:21][CH2:22][CH2:23][CH2:24][OH:25])[N:16]=1>CN(C=O)C>[F:3][C:4]1[CH:9]=[C:8]([N+:10]([O-:12])=[O:11])[CH:7]=[CH:6][C:5]=1[O:13][C:19]1[CH:20]=[CH:15][N:16]=[C:17]([NH:21][CH2:22][CH2:23][CH2:24][OH:25])[N:18]=1 |f:0.1|. Procedure details: 358 mg (14.2 mmol) 95% sodium hydride was given to a solution of 2.12 g (13.5 mmol) 2-fluoro-4-nitrophenol in 25 ml DMF. Stirring was continued for 30 min. at room temperature. 2.53 g (13.5 mmol) 3-(4-Chloro-pyrimidin-2-ylamino)-propan-1-ol were added and the mixture heated to 140° C. for 24 h. The reaction mixture was evaporated, taken up with water and extracted with dichloromethane. The organic phase was extracted with sodium carbonate solution, dried (sodium sulphate) and evaporated. The obt... The reactants are FC(C(=O)O)(F)F.C(CCC)OC=1NC(=C2N=C(N=C2N1)OC)N (2-(Butyloxy)-8-(methyloxy)-1H-purin-6-amine trifluoroacetate), C([O-])([O-])=O.[K+].[K+] (potassium carbonate), CN(C)C=O (DMF), BrCCCCC1OCCC1 (2-(4-Bromobutyl)tetrahydrofuran). RXN SMILES: F[C:2](F)(F)[C:3](O)=O.C(O[C:13]1[NH:14][C:15]([NH2:24])=[C:16]2[C:20]([N:21]=1)=[N:19][C:18]([O:22][CH3:23])=[N:17]2)CCC.[C:25](=O)([O-])[O-].[K+].[K+].Br[CH2:32][CH2:33][CH2:34][CH2:35][CH:36]1[CH2:40][CH2:39][CH2:38][O:37]1.C[N:42]([CH:44]=O)C>>[CH2:44]([NH:42][C:13]1[N:21]=[C:20]2[C:16]([N:17]=[C:18]([O:22][CH3:23])[N:19]2[CH2:32][CH2:33][CH2:34][CH2:35][CH:36]2[CH2:40][CH2:39][CH2:38][O:37]2)=[C:15]([NH2:24])[N:14]=1)[CH2:25][CH2:2][CH3:3] |f:0.1,2.3.4|. Procedure: 2-(Butyloxy)-8-(methyloxy)-1H-purin-6-amine trifluoroacetate (120 mg, 0.342 mmol) was heated with potassium carbonate (189 mg, 1.366 mmol) in dry DMF (5 ml) at 60° C. for 1 hour and then cooled to room temperature. 2-(4-Bromobutyl)tetrahydrofuran (82 mg, 0.394 mmol) was added and the reaction mixture heated at 50° C. under nitrogen for 16 hours and then partitioned between water (2 ml) and DCM (5 ml). The aqueous layer was further extracted with DCM (2×5 ml) and the combined organic layers were ... Yields the product C(CCC)NC1=NC(=C2N=C(N(C2=N1)CCCCC1OCCC1)OC)N (N2-Butyl-8-(methyloxy)-9-[4-(tetrahydro-2-furanyl)butyl]-9H-purine-2,6-diamine). Starting materials: O=Cc1c[nH]c(Br)c1, OB(O)c1ccccc1Br, [Na+], [Na+], O=C([O-])[O-], c1ccc(P(c2ccccc2)(c2ccccc2)[Pd](P(c2ccccc2)(c2ccccc2)c2ccccc2)(P(c2ccccc2)(c2ccccc2)c2ccccc2)P(c2ccccc2)(c2ccccc2)c2ccccc2)cc1. Yields the product O=Cc1c[nH]c(-c2ccccc2Br)c1. As a reaction SMILES: [Br:1][c:2]1[cH:3][c:4]([CH:7]=[O:8])[cH:5][nH:6]1.[Br:9][c:10]1[c:11]([B:16]([OH:17])[OH:18])[cH:12][cH:13][cH:14][cH:15]1.[Na+:19].[Na+:20].[O-:21][C:22](=[O:23])[O-:24].[cH:25]1[cH:26][cH:27][c:28]([P:29]([Pd:30]([P:31]([c:32]2[cH:33][cH:34][cH:35][cH:36][cH:37]2)([c:38]2[cH:39][cH:40][cH:41][cH:42][cH:43]2)[c:44]2[cH:45][cH:46][cH:47][cH:48][cH:49]2)([P:50]([c:51]2[cH:52][cH:53][cH:54][cH:55][cH:56]2)([c:57]2[cH:58][cH:59][cH:60][cH:61][cH:62]2)[c:63]2[cH:64][cH:65][cH:66][cH:67][cH:68]2)[P:69]([c:70]2[cH:71][cH:72][cH:73][cH:74][cH:75]2)([c:76]2[cH:77][cH:78][cH:79][cH:80][cH:81]2)[c:82]2[cH:83][cH:84][cH:85][cH:86][cH:87]2)([c:88]2[cH:89][cH:90][cH:91][cH:92][cH:93]2)[c:94]2[cH:95][cH:96][cH:97][cH:98][cH:99]2)[cH:100][cH:101]1>>[c:2]1(-[c:11]2[c:10]([Br:9])[cH:15][cH:14][cH:13][cH:12]2)[cH:3][c:4]([CH:7]=[O:8])[cH:5][nH:6]1. The reactants are BrC1=CC(=C(C(=C1)C)N([Si](C)(C)C)[Si](C)(C)C)C (2-(4-bromo-2,6-dimethyl-phenyl)-1,1,1,3,3,3-hexamethyl-disilazane), C(CCC)[Li] (n-butyl lithium), hexanes, FC(C(=O)C1=CC=C(C=C1)F)(F)F (2,2,2,4′-tetrafluoroacetophenone). The solvent is O1CCCC1 (tetrahydrofuran). Product: FC(C(O)(C1=CC(=C(C(=C1)C)N([Si](C)(C)C)[Si](C)(C)C)C)C1=CC=C(C=C1)F)(F)F (2,2,2-trifluoro-1-(4-fluoro-phenyl)-1-[4-(1,1,1,3,3,3-hexamethyl-disilazan-2-yl)-3,5-dimethyl-phenyl]-ethanol). RXN SMILES: Br[C:2]1[CH:7]=[C:6]([CH3:8])[C:5]([N:9]([Si:14]([CH3:17])([CH3:16])[CH3:15])[Si:10]([CH3:13])([CH3:12])[CH3:11])=[C:4]([CH3:18])[CH:3]=1.C([Li])CCC.[F:24][C:25]([F:36])([F:35])[C:26]([C:28]1[CH:33]=[CH:32][C:31]([F:34])=[CH:30][CH:29]=1)=[O:27]>O1CCCC1>[F:36][C:25]([F:24])([F:35])[C:26]([C:28]1[CH:29]=[CH:30][C:31]([F:34])=[CH:32][CH:33]=1)([C:2]1[CH:7]=[C:6]([CH3:8])[C:5]([N:9]([Si:14]([CH3:17])([CH3:16])[CH3:15])[Si:10]([CH3:13])([CH3:12])[CH3:11])=[C:4]([CH3:18])[CH:3]=1)[OH:27]. Procedure details: To a solution of 2-(4-bromo-2,6-dimethyl-phenyl)-1,1,1,3,3,3-hexamethyl-disilazane (Example II) (1.72 g, 5.0 mmol) in tetrahydrofuran (12 ml) under a nitrogen atmosphere was slowly added a solution of n-butyl lithium in hexanes (1.6 M) (3.3 ml, 5.28 mmol) at −70° C. The reaction mixture was stirred at −70° C. for 30 minutes before addition of 2,2,2,4′-tetrafluoroacetophenone (commercially available) (1.01 g, 5.25 mmol) at −70° C. The cooling bath was removed after 15 minutes. Once the reaction m...